Dataset: the Open Reaction Database (ORD), a public repository of structured organic reaction records. Task: describe an organic reaction: reactants, conditions, products, and yield The reactants are [N+](=O)([O-])C=1C=C(C=O)C=CC1 (3-nitrobenzaldehyde), S1(CC(CCC1)=O)(=O)=O (tetrahydrothiopyran-3-one-1,1-dioxide), NC1=CC(CCC1)=O (3-amino-2-cyclohexen-1-one). Solvent: C(C)O (ethanol). The product is [N+](=O)([O-])C=1C=C(C=CC1)C1C2=C(NC=3CCCC(C13)=O)CCCS2(=O)=O (3,4,6,7,8,10-hexahydro-10-(3-nitrophenyl)-2H-thiopyrano[3,2-b]quinolin-9(5H)-one 1,1-dioxide). As a reaction SMILES: [N+:1]([C:4]1[CH:5]=[C:6]([CH:9]=[CH:10][CH:11]=1)[CH:7]=O)([O-:3])=[O:2].[S:12]1(=[O:20])(=[O:19])[CH2:17][CH2:16][CH2:15][C:14](=O)[CH2:13]1.[NH2:21][C:22]1[CH2:27][CH2:26][CH2:25][C:24](=[O:28])[CH:23]=1>C(O)C>[N+:1]([C:4]1[CH:5]=[C:6]([CH:7]2[C:23]3[C:24](=[O:28])[CH2:25][CH2:26][CH2:27][C:22]=3[NH:21][C:14]3[CH2:15][CH2:16][CH2:17][S:12](=[O:20])(=[O:19])[C:13]2=3)[CH:9]=[CH:10][CH:11]=1)([O-:3])=[O:2]. Procedure: A solution of 3-nitrobenzaldehyde (151 mg, 1.00 mmol), tetrahydrothiopyran-3-one-1,1-dioxide (148 mg, 1.00 mmol), prepared according to the method described in J. Heterocycl. Chem. (1990), 27, 1453, and 3-amino-2-cyclohexen-1-one (111 mg, 1.00 mmol) in ethanol (7 mL) was heated at reflux for 24 hours and cooled. The solid that precipitated was washed with ethanol, dried, and triturated with hot methanol to provide the title compound. MS (APCI) m/e 375 (M+H)+; 1H NMR (DMSO-d6) 1.75 (m, 1H), 1.90 ... Reactants: NC1=C(C#N)C=CC=C1 (2-aminobenzonitrile), C(C1=CC=CC=C1)(=O)N=C=O (benzoyl isocyanate). Yields the product C(#N)C1=C(C=CC=C1)NC(=O)NC(C1=CC=CC=C1)=O (N-(2-Cyanophenylcarbamoyl)benzamide). As a reaction SMILES: [NH2:1][C:2]1[CH:9]=[CH:8][CH:7]=[CH:6][C:3]=1[C:4]#[N:5].[C:10]([N:18]=[C:19]=[O:20])(=[O:17])[C:11]1[CH:16]=[CH:15][CH:14]=[CH:13][CH:12]=1>>[C:4]([C:3]1[CH:6]=[CH:7][CH:8]=[CH:9][C:2]=1[NH:1][C:19]([NH:18][C:10](=[O:17])[C:11]1[CH:12]=[CH:13][CH:14]=[CH:15][CH:16]=1)=[O:20])#[N:5]. Procedure: Prepared as in Example 1a from 2-aminobenzonitrile and benzoyl isocyanate as a white powder (661 mg, 59%). 1H NMR (400 MHz, DMSO-d6) δ7.27-7.29 (t, 1H), 7.52-7.56 (t, 1H), 7.64-7.74 (m, 2H), 7.82-7.85 (dd, 1H), 8.02-8.04 (m, 2H), 8.22-8.24 (d, 1H). MS 266 (MH+). Conditions: temperature 85 celsius. Product: ClS(=O)(=O)C1=CC=2C3=C(C(NC2C=C1F)=O)NC=C3C(=O)O (8-chlorosulfonyl-7-fluoro-4-oxo-4,5-dihydro-3H-pyrrolo[2,3-c]quinoline-1-carboxylic acid). Procedure details: In a sealed tube, 601 mg (1.8 mmol) of 7-fluoro-4-oxo-4,5-dihydro-3H-pyrrolo[2,3-c]quinoline-1-ethyl carboxylate cocrystallized with one equivalent of acetic acid is dissolved in 2.4 mL (36 mmol) of chlorosulfonic acid. The reaction mixture is placed on an oil bath heated beforehand to 85° C. for 2 hours, cooled on an ice bath then poured slowly onto crushed ice. The solid is filtered, rinsed with water, diisopropyl ether and pentane then dried under vacuum to give 580 mg (93%) of 8-chlorosulfon... Yield: 93.5%. Reactants: FC=1C=CC=2C3=C(C(NC2C1)=O)NC=C3.C(C)C(=O)[O-] (7-fluoro-4-oxo-4,5-dihydro-3H-pyrrolo[2,3-c]quinoline 1-ethyl carboxylate), C(C)(=O)O (acetic acid), ClS(=O)(=O)O (chlorosulfonic acid). As a reaction SMILES: [F:1][C:2]1[CH:3]=[CH:4][C:5]2[C:6]3[CH:15]=[CH:14][NH:13][C:7]=3[C:8](=[O:12])[NH:9][C:10]=2[CH:11]=1.C([C:18]([O-:20])=[O:19])C.C(O)(=O)C.[Cl:25][S:26](O)(=[O:28])=[O:27]>>[Cl:25][S:26]([C:3]1[C:2]([F:1])=[CH:11][C:10]2[NH:9][C:8](=[O:12])[C:7]3[NH:13][CH:14]=[C:15]([C:18]([OH:20])=[O:19])[C:6]=3[C:5]=2[CH:4]=1)(=[O:28])=[O:27] |f:0.1|. The reactants are ClC=1SC(=C(N1)C(=O)OC)C1=CC=CC=C1 (methyl 2-chloro-5-phenyl-4-thiazolecarboxylate), NCCNC(OC(C)(C)C)=O (t-butyl (2-aminoethyl)carbamate), ClC=1SC(=C(N1)C(=O)OC)C1=CC=CC=C1 (methyl 2-chloro-5-phenyl-4-thiazolecarboxylate). Product: ClC=1SC(=C(N1)C(=O)NCCNC(OC(C)(C)C)=O)C1=CC=CC=C1 (t-butyl [2-(2-chloro-5-phenyl-4-thiazolecarboxamido)ethyl]carbamate). Isolated yield 22.5%. As a reaction SMILES: [Cl:1][C:2]1[S:3][C:4]([C:11]2[CH:16]=[CH:15][CH:14]=[CH:13][CH:12]=2)=[C:5]([C:7]([O:9]C)=O)[N:6]=1.[NH2:17][CH2:18][CH2:19][NH:20][C:21](=[O:27])[O:22][C:23]([CH3:26])([CH3:25])[CH3:24]>>[Cl:1][C:2]1[S:3][C:4]([C:11]2[CH:16]=[CH:15][CH:14]=[CH:13][CH:12]=2)=[C:5]([C:7]([NH:17][CH2:18][CH2:19][NH:20][C:21](=[O:27])[O:22][C:23]([CH3:25])([CH3:24])[CH3:26])=[O:9])[N:6]=1. Procedure: 5.4 g (21.3 mmol) of methyl 2-chloro-5-phenyl-4-thiazolecarboxylate and 3.6 g (22.3 mmol) of t-butyl (2-aminoethyl)carbamate were stirred under reduced pressure for 22 hours at a bath temperature of 110°, whereby the methanol formed was distilled off continuously. The reaction mixture was cooled, dissolved in methylene chloride and chromatographed on 150 g of silica gel with methylene chloride and a 4:1 mixture of methylene chloride and ethyl acetate as the eluting agent. The fractions which wer... Run at temperature 135 celsius. The yield is 88.8%. Run in C1(=CC=CC=C1)C (toluene). As a reaction SMILES: [Br:1][C:2]1[C:11]2[CH2:10][CH2:9][CH2:8][C:7](=[O:12])[C:6]=2[CH:5]=[N:4][CH:3]=1.[CH3:13][C:14]([CH3:19])([CH2:17]O)[CH2:15][OH:16]>C1(C)C=CC=CC=1.C1(C)C=CC(S(O)(=O)=O)=CC=1>[Br:1][C:2]1[C:11]2[CH2:10][CH2:9][CH2:8][C:7]3([O:16][CH2:15][C:14]([CH3:19])([CH3:17])[CH2:13][O:12]3)[C:6]=2[CH:5]=[N:4][CH:3]=1. Procedure: A reaction mixture of 4-bromo-6,7-dihydro-5H-isoquinolin-8-one (intermediate B-11 [C], 5.0 g, 22 mmol), 2,2-dimethyl-propane-1,3-diol (2.8 g, 26.5 mmol) and toluene-4-sulfonic acid (85 mg, 0.44 mmol) in toluene (100 mL) was heated at 135° C. for 12 hours. After cooling to room temperature, it was concentrated under reduced pressure to give a residue which was extracted between EtOAc and water. The organic layer was washed with brine, dried over anhy. Na2SO4, filtered, and concentrated in vacuo t... Starting materials: BrC1=CN=CC=2C(CCCC12)=O (4-bromo-6,7-dihydro-5H-isoquinolin-8-one), CC(CO)(CO)C (2,2-dimethyl-propane-1,3-diol). The product is BrC1=CN=CC=2C3(CCCC12)OCC(CO3)(C)C (4′-Bromo-5,5-dimethyl-6′,7′-dihydro-5′H-spiro[1,3-dioxane-2,8′-isoquinoline]). Reagents/catalysts: C1(=CC=C(C=C1)S(=O)(=O)O)C (toluene-4-sulfonic acid). The reactants are BrB(Br)Br, ClCCl, COc1ccc(C(C)(C)C#N)c(F)c1. Yields the product CC(C)(C#N)c1ccc(O)cc1F. RXN SMILES: [B:15]([Br:16])([Br:17])[Br:18].[Cl:19][CH2:20][Cl:21].[F:1][c:2]1[c:3]([C:10]([C:11]#[N:12])([CH3:13])[CH3:14])[cH:4][cH:5][c:6]([O:8][CH3:9])[cH:7]1>>[F:1][c:2]1[c:3]([C:10]([C:11]#[N:12])([CH3:13])[CH3:14])[cH:4][cH:5][c:6]([OH:8])[cH:7]1. Starting materials: COC(=O)C(Cc1ccc2c(c1)OCC(c1ccc(OC(C)=O)cc1)O2)NC(=O)OC(C)(C)C, COC(=O)C(N)Cc1ccc2c(c1)OCC(c1ccc(OC(C)=O)cc1)O2, CCN(C(C)C)C(C)C, ClCCl, Cl, O=C(O)C(F)(F)F, C1COCCO1, O. Product: COC(=O)C1Cc2cc3c(cc2CN1C(=O)OC(C)(C)C)OC(c1ccc(OC(C)=O)cc1)CO3. Reaction SMILES: [CH3:1][O:2][C:3]([CH:4]([CH2:5][c:6]1[cH:7][c:8]2[c:9]([cH:24][cH:25]1)[O:10][CH:11]([c:14]1[cH:15][cH:16][c:17]([O:20][C:21]([CH3:22])=[O:23])[cH:18][cH:19]1)[CH2:12][O:13]2)[NH:26][C:27](=[O:28])[O:29][C:30]([CH3:31])([CH3:32])[CH3:33])=[O:34].[CH3:36][O:37][C:38](=[O:39])[CH:40]([NH2:41])[CH2:42][c:43]1[cH:44][cH:45][c:46]2[c:61]([cH:62]1)[O:60][CH2:59][CH:48]([c:49]1[cH:50][cH:51][c:52]([O:53][C:54](=[O:55])[CH3:56])[cH:57][cH:58]1)[O:47]2.[CH:63]([N:64]([CH2:65][CH3:66])[CH:67]([CH3:68])[CH3:69])([CH3:70])[CH3:71].[Cl:85][CH2:86][Cl:87].[ClH:35].[F:78][C:79]([F:80])([F:81])[C:82]([OH:83])=[O:84].[O:72]1[CH2:73][CH2:74][O:75][CH2:76][CH2:77]1.[OH2:88]>>[CH3:1][O:2][C:3]([CH:4]1[CH2:5][c:6]2[cH:7][c:8]3[c:9]([cH:24][c:25]2[CH2:36][N:26]1[C:27](=[O:28])[O:29][C:30]([CH3:31])([CH3:32])[CH3:33])[O:10][CH:11]([c:14]1[cH:15][cH:16][c:17]([O:20][C:21]([CH3:22])=[O:23])[cH:18][cH:19]1)[CH2:12][O:13]3)=[O:34]. Reactants: O=C1N=C(SC2=C1C=C(C=C2)OCCCCCC(=O)OC(C)(C)C)C2=NC=CC=C2 (tert-butyl 6-[[4-oxo-2-(2-pyridyl)-4H-1,3-benzothiazin-6-yl]oxy]hexanoate). Solvent: FC(C(=O)O)(F)F (trifluoroacetic acid). Conditions: time 1 hour. The product is O=C1N=C(SC2=C1C=C(C=C2)OCCCCCC(=O)O)C2=NC=CC=C2 (6-[[4-Oxo-2-(2-pyridyl)-4H-1,3-benzothiazin-6-yl]oxy]hexanoic acid). Isolated yield 103.5%. RXN SMILES: [O:1]=[C:2]1[C:7]2[CH:8]=[C:9]([O:12][CH2:13][CH2:14][CH2:15][CH2:16][CH2:17][C:18]([O:20]C(C)(C)C)=[O:19])[CH:10]=[CH:11][C:6]=2[S:5][C:4]([C:25]2[CH:30]=[CH:29][CH:28]=[CH:27][N:26]=2)=[N:3]1>FC(F)(F)C(O)=O>[O:1]=[C:2]1[C:7]2[CH:8]=[C:9]([O:12][CH2:13][CH2:14][CH2:15][CH2:16][CH2:17][C:18]([OH:20])=[O:19])[CH:10]=[CH:11][C:6]=2[S:5][C:4]([C:25]2[CH:30]=[CH:29][CH:28]=[CH:27][N:26]=2)=[N:3]1. Procedure: A mixture of tert-butyl 6-[[4-oxo-2-(2-pyridyl)-4H-1,3-benzothiazin-6-yl]oxy]hexanoate (0.80 g, 1.8 mmol) and trifluoroacetic acid (10 ml) was stirred under ice cooling condition for 1 hr. The reaction mixture was concentrated under reduced pressure and crystallized from diisopropyl ether to give the titled compound (0.69 g, ca. 100%). Reactants: COCC1=C(C(=O)OC)C(c2ccc(F)c(F)c2)NC(=O)N1, [Li+], [OH-]. Product: COCC1=C(C(=O)O)C(c2ccc(F)c(F)c2)NC(=O)N1. As a reaction SMILES: [F:1][c:2]1[cH:3][c:4]([CH:9]2[NH:10][C:11](=[O:22])[NH:12][C:13]([CH2:19][O:20][CH3:21])=[C:14]2[C:15](=[O:16])[O:17][CH3:18])[cH:5][cH:6][c:7]1[F:8].[Li+:23].[OH-:24]>>[F:1][c:2]1[cH:3][c:4]([CH:9]2[NH:10][C:11](=[O:22])[NH:12][C:13]([CH2:19][O:20][CH3:21])=[C:14]2[C:15](=[O:16])[OH:17])[cH:5][cH:6][c:7]1[F:8]. The reactants are C[S+](C)(C)=O, CON(C)C(=O)C=Cc1cc(F)ccc1F, [H-], [I-], [Na+], CN(C)C=O. Yields the product CON(C)C(=O)C1CC1c1cc(F)ccc1F. RXN SMILES: [CH3:4][S+:5]([CH3:6])([CH3:7])=[O:8].[F:9][c:10]1[c:11]([CH:17]=[CH:18][C:19](=[O:20])[N:21]([CH3:22])[O:23][CH3:24])[cH:12][c:13]([F:16])[cH:14][cH:15]1.[H-:2].[I-:3].[Na+:1].[O:25]=[CH:26][N:27]([CH3:28])[CH3:29]>>[CH2:4]1[CH:17]([c:11]2[c:10]([F:9])[cH:15][cH:14][c:13]([F:16])[cH:12]2)[CH:18]1[C:19](=[O:20])[N:21]([CH3:22])[O:23][CH3:24].